From a dataset of the Open Reaction Database (ORD), a public repository of structured organic reaction records. describe an organic reaction: reactants, conditions, products, and yield Starting materials: COc1cccc(Br)c1, CC(C)(C)OC(=O)N1CC2CNCC2C1, Cc1ccccc1, O=C(C=Cc1ccccc1)C=Cc1ccccc1, O=C(C=Cc1ccccc1)C=Cc1ccccc1, O=C(C=Cc1ccccc1)C=Cc1ccccc1, [Pd], [Pd], c1ccc(P(c2ccccc2)c2ccc3ccccc3c2-c2c(P(c3ccccc3)c3ccccc3)ccc3ccccc23)cc1. The product is COc1cccc(N2CC3CN(C(=O)OC(C)(C)C)CC3C2)c1. RXN SMILES: [Br:16][c:17]1[cH:18][c:19]([O:23][CH3:24])[cH:20][cH:21][cH:22]1.[C:1]([CH3:2])([CH3:3])([CH3:4])[O:5][C:6](=[O:7])[N:8]1[CH2:9][CH:10]2[CH2:11][NH:12][CH2:13][CH:14]2[CH2:15]1.[CH3:71][c:72]1[cH:73][cH:74][cH:75][cH:76][cH:77]1.[O:116]=[C:117]([CH:118]=[CH:119][c:120]1[cH:121][cH:122][cH:123][cH:124][cH:125]1)[CH:126]=[CH:127][c:128]1[cH:129][cH:130][cH:131][cH:132][cH:133]1.[O:80]=[C:81]([CH:82]=[CH:83][c:84]1[cH:85][cH:86][cH:87][cH:88][cH:89]1)[CH:90]=[CH:91][c:92]1[cH:93][cH:94][cH:95][cH:96][cH:97]1.[O:98]=[C:99]([CH:100]=[CH:101][c:102]1[cH:103][cH:104][cH:105][cH:106][cH:107]1)[CH:108]=[CH:109][c:110]1[cH:111][cH:112][cH:113][cH:114][cH:115]1.[Pd:78].[Pd:79].[cH:25]1[cH:26][cH:27][c:28]([P:29]([c:30]2[cH:31][cH:32][c:33]3[c:34]([cH:35][cH:36][cH:37][cH:38]3)[c:39]2-[c:40]2[c:41]3[c:42]([cH:43][cH:44][cH:45][cH:46]3)[cH:47][cH:48][c:49]2[P:50]([c:51]2[cH:52][cH:53][cH:54][cH:55][cH:56]2)[c:57]2[cH:58][cH:59][cH:60][cH:61][cH:62]2)[c:63]2[cH:64][cH:65][cH:66][cH:67][cH:68]2)[cH:69][cH:70]1>>[C:1]([CH3:2])([CH3:3])([CH3:4])[O:5][C:6](=[O:7])[N:8]1[CH2:9][CH:10]2[CH2:11][N:12]([c:17]3[cH:18][c:19]([O:23][CH3:24])[cH:20][cH:21][cH:22]3)[CH2:13][CH:14]2[CH2:15]1. The reactants are C1CCNCC1, Cc1c(C(=O)N2CC(C)NC(C)C2)c[nH]c1C=O, CCO, O=C1Cc2c(cccc2-c2cccc(C(F)(F)F)c2)N1. The product is Cc1c(C(=O)N2CC(C)NC(C)C2)c[nH]c1C=C1C(=O)Nc2cccc(-c3cccc(C(F)(F)F)c3)c21. RXN SMILES: [CH2:39]1[CH2:40][CH2:41][NH:42][CH2:43][CH2:44]1.[CH3:21][CH:22]1[CH2:23][N:24]([C:29](=[O:30])[c:31]2[c:32]([CH3:38])[c:33]([CH:36]=[O:37])[nH:34][cH:35]2)[CH2:25][CH:26]([CH3:28])[NH:27]1.[CH3:45][CH2:46][OH:47].[F:1][C:2]([c:3]1[cH:4][c:5](-[c:9]2[c:10]3[c:14]([cH:15][cH:16][cH:17]2)[NH:13][C:12](=[O:18])[CH2:11]3)[cH:6][cH:7][cH:8]1)([F:19])[F:20]>>[F:1][C:2]([c:3]1[cH:4][c:5](-[c:9]2[c:10]3[c:14]([cH:15][cH:16][cH:17]2)[NH:13][C:12](=[O:18])[C:11]3=[CH:36][c:33]2[c:32]([CH3:38])[c:31]([C:29]([N:24]3[CH2:23][CH:22]([CH3:21])[NH:27][CH:26]([CH3:28])[CH2:25]3)=[O:30])[cH:35][nH:34]2)[cH:6][cH:7][cH:8]1)([F:19])[F:20]. Starting materials: ClC1=C(C(=CC=C1C)Cl)N1C(C(C2=CC=CC=C12)=O)=O (1-(2,6-dichloro-3-methylphenyl)-1H-indole-2,3-dione), Cl.NO (hydroxylamine hydrochloride). Solvent: N1=CC=CC=C1 (pyridine), C(C)(=O)OCC (ethyl acetate). Product: ClC1=C(C(=CC=C1C)Cl)N1C(C(C2=CC=CC=C12)=NO)=O (1-(2,6-dichloro-3-methylphenyl)-1H-indole-2,3-dione 3-oxime). The yield is 81.3%. Reaction SMILES: [Cl:1][C:2]1[C:7]([CH3:8])=[CH:6][CH:5]=[C:4]([Cl:9])[C:3]=1[N:10]1[C:18]2[C:13](=[CH:14][CH:15]=[CH:16][CH:17]=2)[C:12](=O)[C:11]1=[O:20].Cl.[NH2:22][OH:23]>N1C=CC=CC=1.C(OCC)(=O)C>[Cl:1][C:2]1[C:7]([CH3:8])=[CH:6][CH:5]=[C:4]([Cl:9])[C:3]=1[N:10]1[C:18]2[C:13](=[CH:14][CH:15]=[CH:16][CH:17]=2)[C:12](=[N:22][OH:23])[C:11]1=[O:20] |f:1.2|. Reported procedure: A solution of 1-(2,6-dichloro-3-methylphenyl)-1H-indole-2,3-dione (0.3 g) and hydroxylamine hydrochloride (0.07 g) in pyridine (2 ml) is stirred at room temperature for 20 minutes. The reaction mixture is diluted with ethyl acetate (20 ml) and washed with 1 N HCl (2×100 ml). The organic layer is dried (MgSO4) and evaporated. Flash chromatography (silica, CH2Cl2) followed by recrystallization from isopropyl ether affords 1-(2,6-dichloro-3-methylphenyl)-1H-indole-2,3-dione 3-oxime (256 mg, 80%), m... Reactants: BrC1=CC(=CC2=C1OCO2)C2=C(N=C(S2)NC(C2=C(C=CC=C2F)F)=O)C (N-(5-(7-Bromobenzo[d][1,3]dioxol-5-yl)-4-methylthiazol-2-yl)-2,6-difluorobenzamide), CN(C)C=O (DMF). Reagents/catalysts: [C-]#N.[Zn+2].[C-]#N (zinc cyanide), C=1C=CC(=CC1)[P](C=2C=CC=CC2)(C=3C=CC=CC3)[Pd]([P](C=4C=CC=CC4)(C=5C=CC=CC5)C=6C=CC=CC6)([P](C=7C=CC=CC7)(C=8C=CC=CC8)C=9C=CC=CC9)[P](C=1C=CC=CC1)(C=1C=CC=CC1)C=1C=CC=CC1 (tetrakis(triphenylphosphine)palladium). The solvent is C(C)(=O)OCC (ethyl acetate). Run at temperature 100 celsius. Product: C(#N)C1=CC(=CC2=C1OCO2)C2=C(N=C(S2)NC(C2=C(C=CC=C2F)F)=O)C (N-(5-(7-Cyanobenzo[d][1,3]dioxol-5-yl)-4-methylthiazol-2-yl)-2,6-difluorobenzamide). As a reaction SMILES: Br[C:2]1[C:7]2[O:8][CH2:9][O:10][C:6]=2[CH:5]=[C:4]([C:11]2[S:15][C:14]([NH:16][C:17](=[O:26])[C:18]3[C:23]([F:24])=[CH:22][CH:21]=[CH:20][C:19]=3[F:25])=[N:13][C:12]=2[CH3:27])[CH:3]=1.[CH3:28][N:29](C=O)C>C(OCC)(=O)C.[C-]#N.[Zn+2].[C-]#N.C1C=CC([P]([Pd]([P](C2C=CC=CC=2)(C2C=CC=CC=2)C2C=CC=CC=2)([P](C2C=CC=CC=2)(C2C=CC=CC=2)C2C=CC=CC=2)[P](C2C=CC=CC=2)(C2C=CC=CC=2)C2C=CC=CC=2)(C2C=CC=CC=2)C2C=CC=CC=2)=CC=1>[C:28]([C:2]1[C:7]2[O:8][CH2:9][O:10][C:6]=2[CH:5]=[C:4]([C:11]2[S:15][C:14]([NH:16][C:17](=[O:26])[C:18]3[C:23]([F:24])=[CH:22][CH:21]=[CH:20][C:19]=3[F:25])=[N:13][C:12]=2[CH3:27])[CH:3]=1)#[N:29] |f:3.4.5,^1:47,49,68,87|. Procedure details: A degassed mixture of Compound 56 (80 mg, 0.18 mmol), zinc cyanide (26 mg, 0.22 mmol) and tetrakis(triphenylphosphine)palladium (20.0 mg, 0.017 mmol) in DMF (2.0 mL) was heated to 100° C. overnight. The mixture was cooled to room temperature, diluted with ethyl acetate. The mixture was washed with a solution of saturated NaHCO3 then with brine, dried (Na2SO4), filtered and concentrated. The residue was purified on silica to provide Compound 58 (55 mg). Starting materials: CO (MeOH), C(C1=CC=CC=C1)(C1=CC=CC=C1)[C@@H]1OC[C@H]2O[C@H]2C1 ((1R, 4R, 6S)-4-benzhydryl-3,7-dioxa-bicyclo[4.1.0]-heptane), C(C1=CC=CC=C1)N (benzylamine). Run in C(C)O (ethanol). The product is C(C1=CC=CC=C1)(C1=CC=CC=C1)[C@@H]1OC[C@@H]([C@H](C1)O)NCC1=CC=CC=C1 ((2R, 4S, 5S)-2-benzhydryl-5-benzylamino-tetrahydro-pyran-4-ol). As a reaction SMILES: [CH:1]([C@H:14]1[CH2:20][C@H:19]2[C@H:17]([O:18]2)[CH2:16][O:15]1)([C:8]1[CH:13]=[CH:12][CH:11]=[CH:10][CH:9]=1)[C:2]1[CH:7]=[CH:6][CH:5]=[CH:4][CH:3]=1.[CH2:21]([NH2:28])[C:22]1[CH:27]=[CH:26][CH:25]=[CH:24][CH:23]=1.CO>C(O)C>[CH:1]([C@H:14]1[CH2:20][C@H:19]([OH:18])[C@@H:17]([NH:28][CH2:21][C:22]2[CH:27]=[CH:26][CH:25]=[CH:24][CH:23]=2)[CH2:16][O:15]1)([C:8]1[CH:13]=[CH:12][CH:11]=[CH:10][CH:9]=1)[C:2]1[CH:3]=[CH:4][CH:5]=[CH:6][CH:7]=1. Procedure: (1R, 4R, 6S)-4-benzhydryl-3,7-dioxa-bicyclo[4.1.0]-heptane 28c (0.022 g, 0.082 mmol) was reacted with benzylamine (0.18 g, 1.64 mmol) in ethanol (Procedure E) to yield (2R, 4S, 5S)-2-benzhydryl-5-benzylamino-tetrahydro-pyran-4-ol, (+)-29d 0.025 g (81%, [α]D=(+)53.7, c-=1, MeOH). Product: C(C)ON=CC1=C(OCC2=C(C=CC=C2)C(C(=O)OC)=COC)C=CC=C1 (Methyl α-[2-(2-ethoxyiminomethylphenoxymethyl)phenyl]-β-methoxyacrylate). The solvent is CN(C=O)C (dimethylformamide). Procedure details: 6.9 g (42 mmol) of 2-hydroxybenzaldehyde O-ethyloxime and 10.0 g (35 mmol) of methyl α-(2-bromomethylphenyl)-β-methoxyacrylate are dissolved in 100 ml of dimethylformamide, and 7.3 g (53 mmol) of potassium carbonate are added. The mixture is stirred at room temperature for 48 hours and then concentrated, and the residue is taken up in methylene chloride. The organic phase is washed with water, dried over MgSO4 and concentrated. The resulting oil is purified by chromatography on silica gel (cyclo... Reaction conditions: time 48 hour. RXN SMILES: [CH2:1]([O:3][N:4]=[CH:5][C:6]1[CH:11]=[CH:10][CH:9]=[CH:8][C:7]=1[OH:12])[CH3:2].Br[CH2:14][C:15]1[CH:20]=[CH:19][CH:18]=[CH:17][C:16]=1[C:21](=[CH:26][O:27][CH3:28])[C:22]([O:24][CH3:25])=[O:23].C(=O)([O-])[O-].[K+].[K+]>CN(C)C=O>[CH2:1]([O:3][N:4]=[CH:5][C:6]1[CH:11]=[CH:10][CH:9]=[CH:8][C:7]=1[O:12][CH2:14][C:15]1[CH:20]=[CH:19][CH:18]=[CH:17][C:16]=1[C:21](=[CH:26][O:27][CH3:28])[C:22]([O:24][CH3:25])=[O:23])[CH3:2] |f:2.3.4|. Starting materials: C(C)ON=CC1=C(C=CC=C1)O (2-hydroxybenzaldehyde O-ethyloxime), BrCC1=C(C=CC=C1)C(C(=O)OC)=COC (methyl α-(2-bromomethylphenyl)-β-methoxyacrylate), C([O-])([O-])=O.[K+].[K+] (potassium carbonate). Procedure details: Example 9 was repeated except that 6 ml of N,N-dimethylformamide was used instead of t-butyl alcohol as the solvent. A mixture of 2-oxo-3-phenylbutanoic acid (39 %) and 2-oxo-3-methyl-3-phenylbutanoic acid (32 %) was obtained. Product: O=C(C(=O)O)C(C)(C1=CC=CC=C1)C (2-oxo-3-methyl-3-phenylbutanoic acid). RXN SMILES: [O:1]=[C:2]([CH:6]([C:8]1[CH:13]=[CH:12][CH:11]=[CH:10][CH:9]=1)[CH3:7])[C:3]([OH:5])=[O:4].[CH3:14]N(C)C=O>>[O:1]=[C:2]([C:6]([CH3:14])([C:8]1[CH:13]=[CH:12][CH:11]=[CH:10][CH:9]=1)[CH3:7])[C:3]([OH:5])=[O:4]. Reactants: O=C(C(=O)O)C(C)C1=CC=CC=C1 (2-oxo-3-phenylbutanoic acid), CN(C=O)C (N,N-dimethylformamide). Isolated yield 32.0%. RXN SMILES: [CH2:1]([CH3:2])[O:3][c:4]1[c:5]([N+:18](=[O:19])[O-:20])[c:6]([N:11]2[CH2:12][CH2:13][S:14](=[O:17])[CH2:15][CH2:16]2)[n:7][c:8]([Cl:10])[n:9]1.[CH2:21]1[CH2:22][NH:23][CH2:24][CH2:25][NH:26]1.[CH3:28][CH2:29][OH:30].[OH2:27]>>[CH2:1]([CH3:2])[O:3][c:4]1[c:5]([N+:18](=[O:19])[O-:20])[c:6]([N:11]2[CH2:12][CH2:13][S:14](=[O:17])[CH2:15][CH2:16]2)[n:7][c:8]([N:23]2[CH2:22][CH2:21][NH:26][CH2:25][CH2:24]2)[n:9]1. Yields the product CCOc1nc(N2CCNCC2)nc(N2CCS(=O)CC2)c1[N+](=O)[O-]. The reactants are CCOc1nc(Cl)nc(N2CCS(=O)CC2)c1[N+](=O)[O-], C1CNCCN1, CCO, O. Starting materials: COC(=O)CCCCCCCn1c(=O)[nH]c2ccccc21, ClCc1ccccc1Cl, [H-], [I-], [Na+], [Na+], CN(C)C=O. The product is COC(=O)CCCCCCCn1c(=O)n(Cc2ccccc2Cl)c2ccccc21. Reaction SMILES: [CH3:3][O:4][C:5]([CH2:6][CH2:7][CH2:8][CH2:9][CH2:10][CH2:11][CH2:12][n:13]1[c:14](=[O:22])[nH:15][c:16]2[c:17]1[cH:18][cH:19][cH:20][cH:21]2)=[O:23].[Cl:24][c:25]1[c:26]([CH2:27][Cl:28])[cH:29][cH:30][cH:31][cH:32]1.[H-:2].[I-:34].[Na+:1].[Na+:33].[O:35]=[CH:36][N:37]([CH3:38])[CH3:39]>>[CH3:3][O:4][C:5]([CH2:6][CH2:7][CH2:8][CH2:9][CH2:10][CH2:11][CH2:12][n:13]1[c:14](=[O:22])[n:15]([CH2:27][c:26]2[c:25]([Cl:24])[cH:32][cH:31][cH:30][cH:29]2)[c:16]2[c:17]1[cH:18][cH:19][cH:20][cH:21]2)=[O:23].